This data is from the Open Reaction Database (ORD), a public repository of structured organic reaction records. The task is: describe an organic reaction: reactants, conditions, products, and yield The reactants are S(=O)(=O)(C(F)(F)F)OS(=O)(=O)C(F)(F)F (Triflic anhydride), C1(=CC=CC=C1)P(C1=CC=CC=C1)(C1=CC=CC=C1)=O (triphenylphosphine oxide), NC1=C(C=CC=C1)NC(=O)C=1N=CN2C1N=NN(C2=O)COC (N-(2-aminophenyl)-3-(methoxymethyl)-4-oxo-3,4-dihydroimidazo[5,1-d][1,2,3,5]tetrazine-8-carboxamide). The solvent is C(Cl)Cl (DCM), C(Cl)Cl (DCM). Run at time 20 minute. Product: N1C(=NC2=C1C=CC=C2)C=2N=CN1C2N=NN(C1=O)COC (8-(1H-Benzo[d]imidazol-2-yl)-3-(methoxymethyl)imidazo[5,1-d][1,2,3,5]tetrazin-4(3H)-one). The yield is 56.2%. Reaction SMILES: S(OS(C(F)(F)F)(=O)=O)(C(F)(F)F)(=O)=O.C1(P(=O)(C2C=CC=CC=2)C2C=CC=CC=2)C=CC=CC=1.[NH2:36][C:37]1[CH:42]=[CH:41][CH:40]=[CH:39][C:38]=1[NH:43][C:44]([C:46]1[N:47]=[CH:48][N:49]2[C:54](=[O:55])[N:53]([CH2:56][O:57][CH3:58])[N:52]=[N:51][C:50]=12)=O>C(Cl)Cl>[NH:43]1[C:38]2[CH:39]=[CH:40][CH:41]=[CH:42][C:37]=2[N:36]=[C:44]1[C:46]1[N:47]=[CH:48][N:49]2[C:54](=[O:55])[N:53]([CH2:56][O:57][CH3:58])[N:52]=[N:51][C:50]=12. Procedure: Triflic anhydride (820 μL; 4.85 mmol) was added to a solution of triphenylphosphine oxide (1.35 g; 4.85 mmol) in DCM (15 mL) at 0° C. and the mixture stirred for 20 minutes, then added to a suspension of N-(2-aminophenyl)-3-(methoxymethyl)-4-oxo-3,4-dihydroimidazo[5,1-d][1,2,3,5]tetrazine-8-carboxamide (0.500 g; 1.61 mmol—combined batches) in DCM (15 mL). The solution was stirred for 96 hours, and the precipitate filtered. This was the triflate salt of the desired product (550 mg). This salt was... The reactants are ClC1=NC(=NC(=C1C(C)C)OCC1=CC=C(C=C1)OC)OCC1=CC=C(C=C1)OC (4-chloro-5-isopropyl-2,6-bis-(4-methoxy-benzyloxy)-pyrimidine), C(C)(C)(C)[SiH2]OC(C=1C=C(C=CC1)CC#N)(C)C ([3-(tert-butyl-dimethyl-silanyloxymethyl)-phenyl]-acetonitrile), [H-].[Na+] (sodium hydride). Solvent: CN(C)C=O (DMF). Run at time 30 minute. Product: C(C)(C)(C)[SiH2]OC(C=1C=C(C=CC1)C(C#N)C1=NC(=NC(=C1C(C)C)OCC1=CC=C(C=C1)OC)OCC1=CC=C(C=C1)OC)(C)C ([3-(tert-Butyl-dimethyl-silanyloxymethyl)-phenyl]-[5-isopropyl-2,6-bis-(4-methoxy-benzyloxy)-pyrimidin-4-yl]-acetonitrile). The yield is 65.1%. Reaction SMILES: Cl[C:2]1[C:7]([CH:8]([CH3:10])[CH3:9])=[C:6]([O:11][CH2:12][C:13]2[CH:18]=[CH:17][C:16]([O:19][CH3:20])=[CH:15][CH:14]=2)[N:5]=[C:4]([O:21][CH2:22][C:23]2[CH:28]=[CH:27][C:26]([O:29][CH3:30])=[CH:25][CH:24]=2)[N:3]=1.[C:31]([SiH2:35][O:36][C:37]([CH3:48])([CH3:47])[C:38]1[CH:39]=[C:40]([CH2:44][C:45]#[N:46])[CH:41]=[CH:42][CH:43]=1)([CH3:34])([CH3:33])[CH3:32].[H-].[Na+]>CN(C=O)C>[C:31]([SiH2:35][O:36][C:37]([CH3:48])([CH3:47])[C:38]1[CH:39]=[C:40]([CH:44]([C:2]2[C:7]([CH:8]([CH3:10])[CH3:9])=[C:6]([O:11][CH2:12][C:13]3[CH:18]=[CH:17][C:16]([O:19][CH3:20])=[CH:15][CH:14]=3)[N:5]=[C:4]([O:21][CH2:22][C:23]3[CH:28]=[CH:27][C:26]([O:29][CH3:30])=[CH:25][CH:24]=3)[N:3]=2)[C:45]#[N:46])[CH:41]=[CH:42][CH:43]=1)([CH3:34])([CH3:33])[CH3:32] |f:2.3|. Procedure details: To a stirred mixture of 4-chloro-5-isopropyl-2,6-bis-(4-methoxy-benzyloxy)-pyrimidine (5.65 g, 13.17 mmol) and [3-(tert-butyl-dimethyl-silanyloxymethyl)-phenyl]-acetonitrile (3.27 g, 12.54 mmol) in anhydrous DMF (25 ml) in a water bath under a nitrogen atmosphere, was added 60% sodium hydride (1.0 g, 25.09 mmol). After 30 min., water bath was removed and the mixture was stirred for overnight at room temperature. The reaction mixture was neutralized with aqueous saturated ammonium chloride soluti... Starting materials: O=C([O-])O, CC1(C)CNCC1O, Clc1nc2ccccc2s1, Cl, [Na+], O. The product is CC1(C)CN(c2nc3ccccc3s2)CC1O. RXN SMILES: [C:20](=[O:21])([OH:22])[O-:23].[CH3:2][C:3]1([CH3:9])[CH:4]([OH:8])[CH2:5][NH:6][CH2:7]1.[Cl:10][c:11]1[s:12][c:13]2[c:14]([n:15]1)[cH:16][cH:17][cH:18][cH:19]2.[ClH:1].[Na+:24].[OH2:25]>>[CH3:2][C:3]1([CH3:9])[CH:4]([OH:8])[CH2:5][N:6]([c:11]2[s:12][c:13]3[c:14]([n:15]2)[cH:16][cH:17][cH:18][cH:19]3)[CH2:7]1.